describe an organic reaction: reactants, conditions, products, and yield From a dataset of the Open Reaction Database (ORD), a public repository of structured organic reaction records. The reactants are CC(=O)OC(C)=O, O=CO, CNc1cc(F)ccc1C(C)=O, [Na+], [OH-], O. Product: CC(=O)c1ccc(F)cc1N(C)C=O. As a reaction SMILES: [CH3:1][C:2]([O:3][C:4](=[O:5])[CH3:6])=[O:7].[CH:8](=[O:9])[OH:10].[F:11][c:12]1[cH:13][c:14]([NH:21][CH3:22])[c:15]([C:18]([CH3:19])=[O:20])[cH:16][cH:17]1.[Na+:24].[OH-:23].[OH2:25]>>[CH:8](=[O:10])[N:21]([c:14]1[cH:13][c:12]([F:11])[cH:17][cH:16][c:15]1[C:18]([CH3:19])=[O:20])[CH3:22]. Starting materials: NC1=C2C(=NC=3C=NC=CC13)CCCC2=O (5-amino-6,7,8,9-tetrahydrobenzo[b][1,7]naphthyridin-6-one), [H-].[Al+3].[Li+].[H-].[H-].[H-] (lithium aluminum hydride). Run in O1CCCC1 (tetrahydrofuran). Run at time 1 hour. Yields the product NC1=C2C(=NC=3C=NC=CC13)CCCC2O (5-Amino-6,7,8,9-tetrahydrobenzo[b][1,7]naphthyridin-6-ol). RXN SMILES: [NH2:1][C:2]1[C:11]2[CH:10]=[CH:9][N:8]=[CH:7][C:6]=2[N:5]=[C:4]2[CH2:12][CH2:13][CH2:14][C:15](=[O:16])[C:3]=12.[H-].[Al+3].[Li+].[H-].[H-].[H-]>O1CCCC1>[NH2:1][C:2]1[C:11]2[CH:10]=[CH:9][N:8]=[CH:7][C:6]=2[N:5]=[C:4]2[CH2:12][CH2:13][CH2:14][CH:15]([OH:16])[C:3]=12 |f:1.2.3.4.5.6|. Procedure details: To a cooled solution of 5-amino-6,7,8,9-tetrahydrobenzo[b][1,7]naphthyridin-6-one (3.05 g) was added 14.5 ml of 1M lithium aluminum hydride in tetrahydrofuran. This was stirred for 1 hour. Starting materials: bisanthracene, C1(O)=CC=C(O)C=C1 (hydroquinone), C1(\C=C/C(=O)O1)=O (maleic anhydride), residue, anhydride, C1(\C=C/C(=O)O1)=O (maleic anhydride), OCC1=CC(=CC=C1)CO (1,3-bis (hydroxymethyl) benzene), C(#N)C(C(=O)[O-])=C (2-cyanoacrylate), O=P12OP3(=O)OP(=O)(O1)OP(=O)(O2)O3 (phosphorous pentoxide). The solvent is C=1(C(=CC=CC1)C)C (xylene). Yields the product C(#N)C(C(=O)O)=C.C(#N)C(C(=O)O)=C.OCC1=CC(=CC=C1)CO (1,3-Bis(Hydroxymethyl) Benzene Bis (2-Cyanoacrylate)). Reaction SMILES: [OH:1][CH2:2][C:3]1[CH:8]=[CH:7][CH:6]=[C:5]([CH2:9][OH:10])[CH:4]=1.[C:11]([C:13](=[CH2:17])[C:14]([O-:16])=[O:15])#[N:12].C1(=O)OC(=O)C=C1.C1(C=CC(O)=CC=1)O.O=P12OP3(OP(OP(O3)(O1)=O)(=O)O2)=O>C1(C)C(C)=CC=CC=1>[C:11]([C:13](=[CH2:17])[C:14]([OH:16])=[O:15])#[N:12].[C:11]([C:13](=[CH2:17])[C:14]([OH:16])=[O:15])#[N:12].[OH:1][CH2:2][C:3]1[CH:8]=[CH:7][CH:6]=[C:5]([CH2:9][OH:10])[CH:4]=1 |f:6.7.8|. Reported procedure: A mixture consisting of 30.0 g (0.0474 mole) bisanthracene adduct/1,3-bis (hydroxymethyl) benzene bits (2-cyanoacrylate), 27.8 g (0.284 mole) maleic anhydride, 0.1 g hydroquinone, and 0.5 g phosphorous pentoxide in 125 ml. dry xylene is heated at 139°-141° C for 5 hours, cooled to room temperature, and suction-filled to give 26.1 g, mp 257°-259° C, of A/MA adduct. Solvent stripping of the filtrate and crystallization of the residue from benzene gives another 3.5 g, mp 258°-260° C, of A/MA adduct... Starting materials: N1(CCCCC1)C(C(=O)OC1CCN(CC1)C)C1=NOC2=C1C=CC=C2 (1-methyl-4-piperidyl 2-piperidino-2-(1,2-benzisoxazol-3-yl)acetate), CI (methyl iodide). The solvent is CC(=O)C (acetone). Reaction conditions: time 5 hour. Product: [I-].C[N+]1(CCC(CC1)OC(C(C1=NOC2=C1C=CC=C2)N2CCCCC2)=O)C (1,1-dimethyl-4-[2-piperidino-2-(1,2-benzisoxazol-3-yl)acetoxy]piperidinium iodide). The yield is 78.7%. Reaction SMILES: [N:1]1([CH:7]([C:18]2[C:22]3[CH:23]=[CH:24][CH:25]=[CH:26][C:21]=3[O:20][N:19]=2)[C:8]([O:10][CH:11]2[CH2:16][CH2:15][N:14]([CH3:17])[CH2:13][CH2:12]2)=[O:9])[CH2:6][CH2:5][CH2:4][CH2:3][CH2:2]1.[CH3:27][I:28]>CC(C)=O>[I-:28].[CH3:17][N+:14]1([CH3:27])[CH2:13][CH2:12][CH:11]([O:10][C:8](=[O:9])[CH:7]([N:1]2[CH2:2][CH2:3][CH2:4][CH2:5][CH2:6]2)[C:18]2[C:22]3[CH:23]=[CH:24][CH:25]=[CH:26][C:21]=3[O:20][N:19]=2)[CH2:16][CH2:15]1 |f:3.4|. Procedure details: A mixture of 1-methyl-4-piperidyl 2-piperidino-2-(1,2-benzisoxazol-3-yl)acetate (1 g), methyl iodide (2.5 g), and acetone (10 ml) was allowed to stand at room temperature for 5 hours. The resulting crystals were recrystallized from ethanol-methanol to give 1,1-dimethyl-4-[2-piperidino-2-(1,2-benzisoxazol-3-yl)acetoxy]piperidinium iodide (1.1 g), m.p. 176°-178° C.